Dataset: the Open Reaction Database (ORD), a public repository of structured organic reaction records. Task: describe an organic reaction: reactants, conditions, products, and yield Reactants: Cl.C(C)(C)C1=CC=C(C=N1)N(C(=O)C1CCCC2=CC=CC=C12)CC=1C=NNC1 (N-(6-isopropylpyridin-3-yl)-N-[(pyrazol-4-yl)methyl]-1,2,3,4-tetrahydronaphthalene-1-carboxamide hydrochloride), ClCC1=NC=C(C=C1)OC (2-chloromethyl-5-methoxypyridine). The product is Cl.Cl.C(C)(C)C1=CC=C(C=N1)N(C(=O)C1CCCC2=CC=CC=C12)CC=1C=NN(C1)CC1=NC=C(C=C1)OC (N-(6-isopropylpyridin-3-yl)-N-({1-[(5-methoxypyridin-2-yl)methyl]pyrazol-4-yl}methyl)-1,2,3,4-tetrahydronaphthalene-1-carboxamide dihydrochloride). Yield: 73.8%. Reaction SMILES: [ClH:1].[CH:2]([C:5]1[N:10]=[CH:9][C:8]([N:11]([CH2:24][C:25]2[CH:26]=[N:27][NH:28][CH:29]=2)[C:12]([CH:14]2[C:23]3[C:18](=[CH:19][CH:20]=[CH:21][CH:22]=3)[CH2:17][CH2:16][CH2:15]2)=[O:13])=[CH:7][CH:6]=1)([CH3:4])[CH3:3].[Cl:30][CH2:31][C:32]1[CH:37]=[CH:36][C:35]([O:38][CH3:39])=[CH:34][N:33]=1>>[ClH:30].[ClH:1].[CH:2]([C:5]1[N:10]=[CH:9][C:8]([N:11]([CH2:24][C:25]2[CH:26]=[N:27][N:28]([CH2:31][C:32]3[CH:37]=[CH:36][C:35]([O:38][CH3:39])=[CH:34][N:33]=3)[CH:29]=2)[C:12]([CH:14]2[C:23]3[C:18](=[CH:19][CH:20]=[CH:21][CH:22]=3)[CH2:17][CH2:16][CH2:15]2)=[O:13])=[CH:7][CH:6]=1)([CH3:4])[CH3:3] |f:0.1,3.4.5|. Reported procedure: By the reaction and treatment in the same manner as in Example 334 using N-(6-isopropylpyridin-3-yl)-N-[(pyrazol-4-yl)methyl]-1,2,3,4-tetrahydronaphthalene-1-carboxamide hydrochloride (0.95 g) and 2-chloromethyl-5-methoxypyridine (0.83 g) as starting materials, N-(6-isopropylpyridin-3-yl)-N-({1-[(5-methoxypyridin-2-yl)methyl]pyrazol-4-yl}methyl)-1,2,3,4-tetrahydronaphthalene-1-carboxamide dihydrochloride (0.97 g) was obtained. Reactants: ClC=1C=C(COC=2C=3N(C=CC2)N=C(N3)N)C=CC1 (8-(3-chloro-benzyloxy)-[1,2,4]triazolo[1,5-a]pyridin-2-ylamine), BrC1=CC=C(C=C1)N1CCN(CC1)C (1-(4-bromo-phenyl)-4-methyl-piperazine). Reaction SMILES: [Cl:1][C:2]1[CH:3]=[C:4]([CH:17]=[CH:18][CH:19]=1)[CH2:5][O:6][C:7]1[C:8]2[N:9]([N:13]=[C:14]([NH2:16])[N:15]=2)[CH:10]=[CH:11][CH:12]=1.Br[C:21]1[CH:26]=[CH:25][C:24]([N:27]2[CH2:32][CH2:31][N:30]([CH3:33])[CH2:29][CH2:28]2)=[CH:23][CH:22]=1>>[Cl:1][C:2]1[CH:3]=[C:4]([CH:17]=[CH:18][CH:19]=1)[CH2:5][O:6][C:7]1[C:8]2[N:9]([N:13]=[C:14]([NH:16][C:21]3[CH:22]=[CH:23][C:24]([N:27]4[CH2:32][CH2:31][N:30]([CH3:33])[CH2:29][CH2:28]4)=[CH:25][CH:26]=3)[N:15]=2)[CH:10]=[CH:11][CH:12]=1. The yield is 47.0%. Product: ClC=1C=C(COC=2C=3N(C=CC2)N=C(N3)NC3=CC=C(C=C3)N3CCN(CC3)C)C=CC1 ([8-(3-Chloro-benzyloxy)-[1,2,4]triazolo[1,5-a]pyridin-2-yl]-[4-(4-methyl-piperazin-1-yl)-phenyl]-amine), solid. Procedure details: 260 c) 2-Amino-[1,2,4]triazolo[1,5-a]pyridin-8-ol (0.200 g, 1.33 mmol) was suspended in acetone (1.9 mL). 1-(bromomethyl)-3-chloro-benzene (0.184 mL, 1.40 mmol) and potassium carbonate (193 mg, 1.40 mmol) were added and the reaction mixture was heated to 80° C. for 1 hour. Reaction mixture was cooled to room temperature, diluted with water, extracted with dichloromethane, dried over magnesium sulfate, filtered, and concentrated. Resulting oil was taken up in dichloromethane and purified via chro... Reactants: O=C([O-])[O-], CCOC(C)=O, [K+], [K+], COC(=O)CCC(C(N)=O)N1Cc2c(OCc3ccc(CN4CCCC4C(F)(F)F)cc3)cccc2C1=O, CN(C)C=O. RXN SMILES: [C:39](=[O:40])([O-:41])[O-:42].[CH3:50][CH2:51][O:52][C:53]([CH3:54])=[O:55].[K+:43].[K+:44].[NH2:1][C:2]([CH:3]([CH2:4][CH2:5][C:6]([O:8][CH3:7])=[O:9])[N:10]1[C:11](=[O:37])[c:12]2[cH:13][cH:14][cH:15][c:16]([O:19][CH2:20][c:21]3[cH:22][cH:23][c:24]([CH2:27][N:28]4[CH:29]([C:33]([F:34])([F:35])[F:36])[CH2:30][CH2:31][CH2:32]4)[cH:25][cH:26]3)[c:17]2[CH2:18]1)=[O:38].[O:45]=[CH:46][N:47]([CH3:48])[CH3:49]>>[NH:1]1[C:2](=[O:38])[CH:3]([N:10]2[C:11](=[O:37])[c:12]3[cH:13][cH:14][cH:15][c:16]([O:19][CH2:20][c:21]4[cH:22][cH:23][c:24]([CH2:27][N:28]5[CH:29]([C:33]([F:34])([F:35])[F:36])[CH2:30][CH2:31][CH2:32]5)[cH:25][cH:26]4)[c:17]3[CH2:18]2)[CH2:4][CH2:5][C:6]1=[O:8]. The product is O=C1CCC(N2Cc3c(OCc4ccc(CN5CCCC5C(F)(F)F)cc4)cccc3C2=O)C(=O)N1. RXN SMILES: [CH2:16]1[O:17][CH2:18][CH2:19][O:20][CH2:21][CH2:22][O:23][CH2:24][CH2:25][O:26][CH2:27][CH2:28][O:29][CH2:30]1.[F:31][C:32]([S:33](=[O:34])(=[O:35])[c:36]1[cH:37][cH:38][c:39]([S:42](=[O:43])(=[O:44])[Cl:45])[cH:40][cH:41]1)([F:46])[F:47].[H-:14].[Na+:15].[O:48]1[CH2:49][CH2:50][CH2:51][CH2:52]1.[OH2:53].[c:1]1(-[c:7]2[cH:8][c:9]([CH:12]=[O:13])[cH:10][nH:11]2)[cH:2][cH:3][cH:4][cH:5][cH:6]1>>[c:1]1(-[c:7]2[cH:8][c:9]([CH:12]=[O:13])[cH:10][n:11]2[S:42]([c:39]2[cH:38][cH:37][c:36]([S:33]([C:32]([F:31])([F:46])[F:47])(=[O:34])=[O:35])[cH:41][cH:40]2)(=[O:43])=[O:44])[cH:2][cH:3][cH:4][cH:5][cH:6]1. Yields the product O=Cc1cc(-c2ccccc2)n(S(=O)(=O)c2ccc(S(=O)(=O)C(F)(F)F)cc2)c1. Starting materials: C1COCCOCCOCCOCCO1, O=S(=O)(Cl)c1ccc(S(=O)(=O)C(F)(F)F)cc1, [H-], [Na+], C1CCOC1, O, O=Cc1c[nH]c(-c2ccccc2)c1. Starting materials: C(C)(C)(C)OC(=O)N1CC(OCC1)C1=CC(=C(C=C1)N)F ((RS)-2-(4-Amino-3-fluoro-phenyl)-morpholine-4-carboxylic acid tert-butyl ester), BrC1=CC(=C(C(=O)Cl)C=C1)F (4-bromo-2-fluorobenzoyl chloride). Yields the product C(C)(C)(C)OC(=O)N1CC(OCC1)C1=C(C=C(C=C1)N)F ((RS)-2-(4-Amino-2-fluoro-phenyl)-morpholine-4-carboxylic acid tert-butyl ester). RXN SMILES: [C:1]([O:5][C:6]([N:8]1[CH2:13][CH2:12][O:11][CH:10]([C:14]2[CH:19]=[CH:18][C:17]([NH2:20])=[C:16](F)[CH:15]=2)[CH2:9]1)=[O:7])([CH3:4])([CH3:3])[CH3:2].BrC1C=CC(C(Cl)=O)=C([F:32])C=1>>[C:1]([O:5][C:6]([N:8]1[CH2:13][CH2:12][O:11][CH:10]([C:14]2[CH:19]=[CH:18][C:17]([NH2:20])=[CH:16][C:15]=2[F:32])[CH2:9]1)=[O:7])([CH3:4])([CH3:3])[CH3:2]. Procedure details: In analogy to (RS)-2-(4-Amino-3-fluoro-phenyl)-morpholine-4-carboxylic acid tert-butyl ester (Example 1, steps a-g) using 4-bromo-2-fluorobenzoyl chloride (CAS 151982-51-3) instead of 4-bromo-3-fluorobenzoyl chloride. Starting materials: BrC=1C=CC=2N3C4=C(C=C(C=C4C2C1)OCC(CCC)=O)C(C(=C3)CC=3C=NC=CC3)=O (10-bromo-2-(2-oxopentyloxy)-5-(3-pyridylmethyl)-4H-pyrido[3,2,1-jk]carbazole-4-one), B.[Na] (sodium boron hydride). Solvent: CO (methanol). Conditions: time 12 hour. Product: BrC=1C=CC=2N3C4=C(C=C(C=C4C2C1)OCC(CCC)O)C(C(=C3)CC=3C=NC=CC3)=O (10-bromo-2-(2-hydroxypentyloxy)-5-(3-pyridylmethyl)-4H-pyrido[3,2,1-jk]carbazole-4-one). The yield is 34.9%. As a reaction SMILES: [Br:1][C:2]1[CH:3]=[CH:4][C:5]2[N:6]3[CH:24]=[C:23]([CH2:25][C:26]4[CH:27]=[N:28][CH:29]=[CH:30][CH:31]=4)[C:22](=[O:32])[C:8]4[CH:9]=[C:10]([O:15][CH2:16][C:17](=[O:21])[CH2:18][CH2:19][CH3:20])[CH:11]=[C:12]([C:13]=2[CH:14]=1)[C:7]3=4.B.[Na]>CO>[Br:1][C:2]1[CH:3]=[CH:4][C:5]2[N:6]3[CH:24]=[C:23]([CH2:25][C:26]4[CH:27]=[N:28][CH:29]=[CH:30][CH:31]=4)[C:22](=[O:32])[C:8]4[CH:9]=[C:10]([O:15][CH2:16][CH:17]([OH:21])[CH2:18][CH2:19][CH3:20])[CH:11]=[C:12]([C:13]=2[CH:14]=1)[C:7]3=4 |f:1.2,^1:33|. Reported procedure: 10-bromo-2-(2-oxopentyloxy)-5-(3-pyridylmethyl)-4H-pyrido[3,2,1-jk]carbazole-4-one (400 mg) obtained in Example 40 was suspended in anhydrous methanol (20 ml), and to the suspension was added in small portions sodium boron hydride (92 mg) in an ice bath, and the mixture was stirred at room temperature for 12 hours. The solvent was evaporated under reduced pressure and the residue was extracted by adding water and methylene chloride. The methylene chloride layer was washed with saturated aqueous ... Starting materials: C=C(OCC)c1ccc2nc(C(=O)Nc3ccccc3)cn2c1, Cc1ccccc1, OCCO, Cc1ccc(S(=O)(=O)O)cc1. The product is CC1(c2ccc3nc(C(=O)Nc4ccccc4)cn3c2)OCCO1. Reaction SMILES: [CH2:1]([CH3:2])[O:3][C:4](=[CH2:5])[c:6]1[cH:7][cH:8][c:9]2[n:10]([cH:11]1)[cH:12][c:13]([C:15](=[O:16])[NH:17][c:18]1[cH:19][cH:20][cH:21][cH:22][cH:23]1)[n:14]2.[CH3:24][c:25]1[cH:26][cH:27][cH:28][cH:29][cH:30]1.[OH:42][CH2:43][CH2:44][OH:45].[c:31]1([CH3:32])[cH:33][cH:34][c:35]([S:36]([OH:37])(=[O:38])=[O:39])[cH:40][cH:41]1>>[CH2:1]1[CH2:2][O:38][C:4]([CH3:5])([c:6]2[cH:7][cH:8][c:9]3[n:10]([cH:11]2)[cH:12][c:13]([C:15](=[O:16])[NH:17][c:18]2[cH:19][cH:20][cH:21][cH:22][cH:23]2)[n:14]3)[O:3]1. Reactants: N1=NNC(C2=C1SC=C2)=O (3H-thiopheno[2,3-d]1,2,3-triazin-4-one), C([O-])([O-])=O.[K+].[K+] (potassium carbonate), IC (iodomethane), [I-].[K+] (potassium iodide). Solvent: CC(=O)C (acetone). Reaction conditions: time 3 hour. Yields the product CN1N=NC2=C(C1=O)C=CS2 (3-Methylthiopheno[2,3-d]1,2,3-triazin-4-one). Isolated yield 57.3%. As a reaction SMILES: [N:1]1[C:6]2[S:7][CH:8]=[CH:9][C:5]=2[C:4](=[O:10])[NH:3][N:2]=1.[C:11](=O)([O-])[O-].[K+].[K+].IC.[I-].[K+]>CC(C)=O>[CH3:11][N:3]1[C:4](=[O:10])[C:5]2[CH:9]=[CH:8][S:7][C:6]=2[N:1]=[N:2]1 |f:1.2.3,5.6|. Reported procedure: To a solution of 3H-thiopheno[2,3-d]1,2,3-triazin-4-one (80 mg, 0.522 mmol) in acetone (50 mL) was added sequentially potassium carbonate (144 mg, 1.04 mmol), iodomethane (0.04 mL, 0.627 mmol) and potassium iodide (catalytic) at rt and the mixture was stirred at rt for 3 h. The solution was filtered and the solids were washed with acetone. Acetone was evaporated under reduced pressure, diluted with ice cold water and stirred for 10 min. The solution was extracted with chloroform (4×75 mL) and th...